This data is from the Open Reaction Database (ORD), a public repository of structured organic reaction records. The task is: describe an organic reaction: reactants, conditions, products, and yield Reactants: ClCC=CCCOC(C)C (1-chloro-5-isopropoxy-2-pentene), C([O-])([O-])=O.[Na+].[Na+] (sodium carbonate). The solvent is O (water). Yields the product C(C)(C)OCCC=CCO (5-Isopropoxy-2-penten-1-ol). Reaction SMILES: Cl[CH2:2][CH:3]=[CH:4][CH2:5][CH2:6][O:7][CH:8]([CH3:10])[CH3:9].C(=O)([O-])[O-:12].[Na+].[Na+]>O>[CH:8]([O:7][CH2:6][CH2:5][CH:4]=[CH:3][CH2:2][OH:12])([CH3:10])[CH3:9] |f:1.2.3|. Procedure details: 8.13 g (0.05 mol) of 1-chloro-5-isopropoxy-2-pentene are added to a solution of 6.5 g of sodium carbonate in 60 cc of water and the mixture is heated to 95°-98° during 18 hours. After cooling the organic parts are extracted with benzene, the benzene extract is washed with saturated salt solution and dried with sodium sulphate. The solvent is distilled off and then it is distilled at reduced pressure. According to gas-chromatography pure 5-isopropoxy-2-penten-1-ol distils at 102°-104°/15 mm. nD20... The reactants are CC(C)(Cc1c[nH]c2c(O)cccc12)NC(=O)OC(C)(C)C, COC(=O)c1ccc(Cl)nc1, CN(C)C=O, [H-], [Na+], O. Product: COC(=O)c1ccc(Oc2cccc3c(CC(C)(C)NC(=O)OC(C)(C)C)c[nH]c23)nc1. Reaction SMILES: [C:1]([CH3:2])([CH3:3])([CH3:4])[O:5][C:6]([NH:7][C:8]([CH2:9][c:10]1[cH:11][nH:12][c:13]2[c:14]([OH:19])[cH:15][cH:16][cH:17][c:18]12)([CH3:20])[CH3:21])=[O:22].[CH3:25][O:26][C:27]([c:28]1[cH:29][n:30][c:31]([Cl:34])[cH:32][cH:33]1)=[O:35].[CH3:37][N:38]([CH3:39])[CH:40]=[O:41].[H-:23].[Na+:24].[OH2:36]>>[C:1]([CH3:2])([CH3:3])([CH3:4])[O:5][C:6]([NH:7][C:8]([CH2:9][c:10]1[cH:11][nH:12][c:13]2[c:14]([O:19][c:31]3[n:30][cH:29][c:28]([C:27]([O:26][CH3:25])=[O:35])[cH:33][cH:32]3)[cH:15][cH:16][cH:17][c:18]12)([CH3:20])[CH3:21])=[O:22].